Dataset: the Open Reaction Database (ORD), a public repository of structured organic reaction records. Task: describe an organic reaction: reactants, conditions, products, and yield Reactants: C[S-].[Na+] (sodium thiomethylate), ClC1=CC=C(C=C1)S(=O)(=O)C1=CC=CC=C1 (1-chloro-4-(phenylsulfonyl)benzene), ice water, solution, Cl (hydrochloric acid). Run in CN(P(=O)(N(C)C)N(C)C)C (hexamethylphosphoramide). Reaction conditions: temperature 100 celsius. The product is C1(=CC=CC=C1)S(=O)(=O)C1=CC=C(C=C1)S (4-(phenylsulfonyl)benzenethiol). Isolated yield 301.0%. RXN SMILES: C[S-:2].[Na+].Cl[C:5]1[CH:10]=[CH:9][C:8]([S:11]([C:14]2[CH:19]=[CH:18][CH:17]=[CH:16][CH:15]=2)(=[O:13])=[O:12])=[CH:7][CH:6]=1.Cl>CN(C)P(N(C)C)(N(C)C)=O>[C:14]1([S:11]([C:8]2[CH:7]=[CH:6][C:5]([SH:2])=[CH:10][CH:9]=2)(=[O:13])=[O:12])[CH:15]=[CH:16][CH:17]=[CH:18][CH:19]=1 |f:0.1|. Procedure: 1.25 g of sodium thiomethylate are added under a nitrogen atmosphere to a solution of 15 g (0.0593 mol) of 1-chloro-4-(phenylsulfonyl)benzene in 150 ml of hexamethylphosphoramide. The mixture obtained is heated for 4 hours at 100° C. and then cooled and hydrolyzed in an ice/water mixture. The reaction medium obtained is extracted with ethyl acetate and the aqueous phase obtained is then poured into a 4 N solution of hydrochloric acid at 0° C. The product formed precipitates. After filtration, wa...